From a dataset of the Open Reaction Database (ORD), a public repository of structured organic reaction records. describe an organic reaction: reactants, conditions, products, and yield The reactants are O=C([O-])O, O=C(Cl)c1ccc([N+](=O)[O-])c(Sc2ccc(F)cc2F)c1, Nc1ccccc1, [Na+], C1CCOC1, O. Yields the product O=C(Nc1ccccc1)c1ccc([N+](=O)[O-])c(Sc2ccc(F)cc2F)c1. Reaction SMILES: [C:29](=[O:30])([OH:31])[O-:32].[F:1][c:2]1[c:3]([S:9][c:10]2[cH:11][c:12]([C:13](=[O:14])[Cl:15])[cH:16][cH:17][c:18]2[N+:19](=[O:20])[O-:21])[cH:4][cH:5][c:6]([F:8])[cH:7]1.[NH2:22][c:23]1[cH:24][cH:25][cH:26][cH:27][cH:28]1.[Na+:33].[O:34]1[CH2:35][CH2:36][CH2:37][CH2:38]1.[OH2:39]>>[F:1][c:2]1[c:3]([S:9][c:10]2[cH:11][c:12]([C:13](=[O:14])[NH:22][c:23]3[cH:24][cH:25][cH:26][cH:27][cH:28]3)[cH:16][cH:17][c:18]2[N+:19](=[O:20])[O-:21])[cH:4][cH:5][c:6]([F:8])[cH:7]1. Starting materials: C(C)(=O)O (acetic acid), COC1=C2C(C(NC2=CC(=C1)OC)=O)=O (4,6-dimethoxyindoline-2,3-dione), Cl (HCl), OO (H2O2). Solvent: [OH-].[Na+] (NaOH). Reaction conditions: temperature 100 celsius. Product: NC1=C(C(=O)O)C(=CC(=C1)OC)OC (2-amino-4,6-dimethoxybenzoic acid). Yield: 78.0%. RXN SMILES: [CH3:1][O:2][C:3]1[CH:11]=[C:10]([O:12][CH3:13])[CH:9]=[C:8]2[C:4]=1[C:5](=[O:15])C(=O)[NH:7]2.OO.Cl.C(O)(=[O:21])C>[OH-].[Na+]>[NH2:7][C:8]1[CH:9]=[C:10]([O:12][CH3:13])[CH:11]=[C:3]([O:2][CH3:1])[C:4]=1[C:5]([OH:15])=[O:21] |f:4.5|. Procedure details: To a mixture of 4,6-dimethoxyindoline-2,3-dione (20.28 g, 97.9 mmol) in 30% NaOH solution (100 mL) at 100° C. was carefully dropped a 50% H2O2 solution. It was heated at 100° C. for 20 minutes. It was cooled down and neutralized by concentrated HCl to pH 8, followed by acetic acid to pH 5 to form a solid. It was filtered, washed with water, and dried under vacuum with P2O5 to afford 2-amino-4,6-dimethoxybenzoic acid as a yellow solid (15.034 g, 78%). 1H NMR (300 MHz, DMSO-d6) δ 6.00 (d, 1H), 5.8... Reactants: C(C)(C)(C)[SiH2]OC(C12CN(OC(C(O1)N1C(NC(C=C1)=O)=O)C2O)C)(C2=CC=CC=C2)C2=CC=CC=C2 (1-[5-(tert-Butyl-diphenyl-silanyloxymethyl)-8-hydroxy-3-methyl-2,6-dioxa-3-aza-bicyclo[3.2.1]oct-7-yl]-1H-pyrimidine-2,4-dione), CCCC[N+](CCCC)(CCCC)CCCC.[F-] (TBAF), solution. Solvent: C1CCOC1 (THF), C1CCOC1 (THF). Run at time 2 hour. The product is OC1C2ON(CC1(OC2N2C(NC(C=C2)=O)=O)CO)C (1-(8-Hydroxy-5-hydroxymethyl-3-methyl-2,6-dioxa-3-aza-bicyclo[3.2.1]oct-7-yl)-1H-pyrimidine-2,4-dione). RXN SMILES: C([SiH2][O:6][C:7](C1C=CC=CC=1)(C1C=CC=CC=1)[C:8]12[CH:23]([OH:24])[CH:12]([CH:13]([N:15]3[CH:20]=[CH:19][C:18](=[O:21])[NH:17][C:16]3=[O:22])[O:14]1)[O:11][N:10]([CH3:25])[CH2:9]2)(C)(C)C.CCCC[N+](CCCC)(CCCC)CCCC.[F-]>C1COCC1>[OH:24][CH:23]1[C:8]2([CH2:7][OH:6])[O:14][CH:13]([N:15]3[CH:20]=[CH:19][C:18](=[O:21])[NH:17][C:16]3=[O:22])[CH:12]1[O:11][N:10]([CH3:25])[CH2:9]2 |f:1.2|. Reported procedure: To a solution of compound 54 (1 mmol) in THF (5 mL) was added TBAF (2.5 mmol, 2.5 mL of a 1 M solution in THF). After stirring at room temperature for 2 hours, mixture was concentrated. Purification of the resultant residue by silica gel chromatography gave compound 55 near quantitative yield